This data is from the Open Reaction Database (ORD), a public repository of structured organic reaction records. The task is: describe an organic reaction: reactants, conditions, products, and yield Reactants: O=C(O)C1CCC=CCC1, [Cl-], Nc1ccc(C(=O)O)cc1. The product is O=C(O)c1ccc(NC(=O)C2CCC=CCC2)cc1. RXN SMILES: [CH:12]1([C:19](=[O:20])[OH:21])[CH2:13][CH2:14][CH:15]=[CH:16][CH2:17][CH2:18]1.[Cl-:11].[NH2:1][c:2]1[cH:3][cH:4][c:5]([C:6](=[O:7])[OH:8])[cH:9][cH:10]1>>[NH:1]([c:2]1[cH:3][cH:4][c:5]([C:6](=[O:7])[OH:8])[cH:9][cH:10]1)[C:19]([CH:12]1[CH2:13][CH2:14][CH:15]=[CH:16][CH2:17][CH2:18]1)=[O:20]. Starting materials: O=C([O-])[O-], CN(C)C=O, Cl, [K+], [K+], CCn1c(N)nc(N2CCc3ccccc3CC2)c(C#N)c1=O. The product is CCn1c(NC=O)nc(N2CCc3ccccc3CC2)c(C#N)c1=O. RXN SMILES: [C:24]([O-:25])(=[O:26])[O-:27].[CH3:31][N:32]([CH3:33])[CH:34]=[O:35].[ClH:30].[K+:28].[K+:29].[NH2:1][c:2]1[n:3]([CH2:22][CH3:23])[c:4](=[O:21])[c:5]([C:19]#[N:20])[c:6]([N:8]2[CH2:9][CH2:10][c:11]3[c:12]([cH:15][cH:16][cH:17][cH:18]3)[CH2:13][CH2:14]2)[n:7]1>>[NH:1]([c:2]1[n:3]([CH2:22][CH3:23])[c:4](=[O:21])[c:5]([C:19]#[N:20])[c:6]([N:8]2[CH2:9][CH2:10][c:11]3[c:12]([cH:15][cH:16][cH:17][cH:18]3)[CH2:13][CH2:14]2)[n:7]1)[CH:24]=[O:25]. Procedure details: To a solution of N-(3,4-difluorobenzyl)-2-(1-hydroxyethyl)-6-isopropoxy-1-(pyridin-2-ylmethyl)-1H-indole-3-carboxamide (Compound 108, 8.0 mg, 0.017 mmol) in CH2Cl2 (1 ml) was added NMO (6.0 mg, 0.051 mmol) and TPAP (0.6 mg, 0.0017 mmol). The reaction was stirred at room temperature for 1 h and was purified directly by PTLC (75% EtOAc-hexanes) to yield the title compound. Reactants: FC=1C=C(CNC(=O)C2=C(N(C3=CC(=CC=C23)OC(C)C)CC2=NC=CC=C2)C(C)O)C=CC1F (N-(3,4-difluorobenzyl)-2-(1-hydroxyethyl)-6-isopropoxy-1-(pyridin-2-ylmethyl)-1H-indole-3-carboxamide), FC=1C=C(CNC(=O)C2=C(N(C3=CC(=CC=C23)OC(C)C)CC2=NC=CC=C2)C(C)O)C=CC1F (N-(3,4-difluorobenzyl)-2-(1-hydroxyethyl)-6-isopropoxy-1-(pyridin-2-ylmethyl)-1H-indole-3-carboxamide), C[N+]1(CCOCC1)[O-] (NMO). Conditions: time 1 hour. Reagents/catalysts: CCC[N+](CCC)(CCC)CCC.[O-][Ru](=O)(=O)=O (TPAP). Product: C(C)(=O)C=1N(C2=CC(=CC=C2C1C(=O)NCC1=CC(=C(C=C1)F)F)OC(C)C)CC1=NC=CC=C1 (2-Acetyl-N-(3,4-difluorobenzyl)-6-isopropoxy-1-(pyridin-2-ylmethyl)-1H-indole-3-carboxamide). The solvent is C(Cl)Cl (CH2Cl2). Reaction SMILES: [F:1][C:2]1[CH:3]=[C:4]([CH:32]=[CH:33][C:34]=1[F:35])[CH2:5][NH:6][C:7]([C:9]1[C:17]2[C:12](=[CH:13][C:14]([O:18][CH:19]([CH3:21])[CH3:20])=[CH:15][CH:16]=2)[N:11]([CH2:22][C:23]2[CH:28]=[CH:27][CH:26]=[CH:25][N:24]=2)[C:10]=1[CH:29]([OH:31])[CH3:30])=[O:8].C[N+]1([O-])CCOCC1>C(Cl)Cl.CCC[N+](CCC)(CCC)CCC.[O-][Ru](=O)(=O)=O>[C:29]([C:10]1[N:11]([CH2:22][C:23]2[CH:28]=[CH:27][CH:26]=[CH:25][N:24]=2)[C:12]2[C:17]([C:9]=1[C:7]([NH:6][CH2:5][C:4]1[CH:32]=[CH:33][C:34]([F:35])=[C:2]([F:1])[CH:3]=1)=[O:8])=[CH:16][CH:15]=[C:14]([O:18][CH:19]([CH3:21])[CH3:20])[CH:13]=2)(=[O:31])[CH3:30] |f:3.4|. Reactants: CC1(CCC(CC1)C(=O)Cl)C (4,4-dimethylcyclohexylcarbonyl chloride), [N+](=[N-])=C (diazomethane), N(=O)NC(=O)N (nitrosourea). Solvent: CCOCC (ether). Run at time 1 hour. The product is [N+](=[N-])=CC(=O)C1CCC(CC1)(C)C (1-diazo-2-(4,4-dimethyl-cyclohexyl)-2-ethanone). RXN SMILES: [CH3:1][C:2]1([CH3:11])[CH2:7][CH2:6][CH:5]([C:8](Cl)=[O:9])[CH2:4][CH2:3]1.[N+:12](=[CH2:14])=[N-:13].N(NC(N)=O)=O>CCOCC>[N+:12](=[CH:14][C:8]([CH:5]1[CH2:6][CH2:7][C:2]([CH3:11])([CH3:1])[CH2:3][CH2:4]1)=[O:9])=[N-:13]. Procedure details: Next at room temperature, 2.0 g of the 4,4-dimethylcyclohexylcarbonyl chloride obtained as above was added dropwise to 100 ml of an ether solution of diazomethane prepared from 10 g of nitrosourea, and the mixture was thereafter stirred at room temperature for about 1 hour. The solvent was distilled off from the reaction mixture in a vacuum, quantitatively giving pale yellow oily 1-diazo-2-(4,4-dimethyl-cyclohexyl)-2-ethanone (Compound I). Starting materials: CC(=O)C (acetone), B(=O)[O-].[Na+] (sodium boranate), ClC1=CC=C(C=C1)C(C(C(C(C)(C)C)=O)N1N=CN=C1)SC (1-(4-chlorophenyl)-4,4-dimethyl-1-methylthio-2-(1,2,4-triazol-1-yl)-pentan-3-one), [Cl-].[Ca+2].[Cl-] (calcium chloride). The solvent is O (water), C(C)(C)O (isopropanol). Reaction conditions: time 15 hour. Product: ClC1=CC=C(C=C1)C(C(C(C(C)(C)C)O)N1N=CN=C1)SC (1-(4-chlorophenyl)-4,4-dimethyl-1-methylthio-2-(1,2,4-triazol-1-yl)-pentan-3-ol). Isolated yield 95.9%. Reaction SMILES: B([O-])=O.[Na+].[Cl:5][C:6]1[CH:11]=[CH:10][C:9]([CH:12]([S:25][CH3:26])[CH:13]([N:20]2[CH:24]=[N:23][CH:22]=[N:21]2)[C:14](=[O:19])[C:15]([CH3:18])([CH3:17])[CH3:16])=[CH:8][CH:7]=1.[Cl-].[Ca+2].[Cl-].CC(C)=O>O.C(O)(C)C>[Cl:5][C:6]1[CH:11]=[CH:10][C:9]([CH:12]([S:25][CH3:26])[CH:13]([N:20]2[CH:24]=[N:23][CH:22]=[N:21]2)[CH:14]([OH:19])[C:15]([CH3:18])([CH3:16])[CH3:17])=[CH:8][CH:7]=1 |f:0.1,3.4.5|. Reported procedure: A solution of 2.7 g (0.0703 mol) of sodium boranate in 25 ml of water was added dropwise to a suspension of 33.75 g (0.1 mol) of 1-(4-chlorophenyl)-4,4-dimethyl-1-methylthio-2-(1,2,4-triazol-1-yl)-pentan-3-one and 7.6 g (0.0683 mol) of anhydrous calcium chloride in 200 ml of isopropanol at -5° C. The mixture was then stirred for 15 hours. After having added 20 ml of acetone the mixture was evaporated down in vacuo. The residue was stirred into water and the mixture was repeatedly extracted by sh...